This data is from the Open Reaction Database (ORD), a public repository of structured organic reaction records. The task is: describe an organic reaction: reactants, conditions, products, and yield Starting materials: C1(=CC=CC=C1)C1CC(C1)=O (3-phenylcyclobutanone), CO (MeOH), C([O-])([O-])=O.[K+].[K+] (potassium carbonate), Cl.NO (hydroxylamine hydrochloride). Run in O (water), CCOC(=O)C (EtOAc). The product is C1(=CC=CC=C1)C1CC(C1)=NO (3-phenylcyclobutanone oxime). Yield: 78.9%. Reaction SMILES: [C:1]1([CH:7]2[CH2:10][C:9](=O)[CH2:8]2)[CH:6]=[CH:5][CH:4]=[CH:3][CH:2]=1.CO.C(=O)([O-])[O-].[K+].[K+].Cl.[NH2:21][OH:22]>CCOC(C)=O.O>[C:1]1([CH:7]2[CH2:10][C:9](=[N:21][OH:22])[CH2:8]2)[CH:6]=[CH:5][CH:4]=[CH:3][CH:2]=1 |f:2.3.4,5.6|. Procedure details: A yellow slurry of 3-phenylcyclobutanone (1.09 g, 7.44 mmol), MeOH (33.8 mL), water (3.38 mL), potassium carbonate (2.26 g, 16.4 mmol), and hydroxylamine hydrochloride (1.14 g, 16.4 mmol) was heated at 50° C. for 14 hours. The mixture was diluted with EtOAc (50 mL), washed with water (10 mL) and brine (10 mL), dried (Na2SO4), and concentrated. The residue was purified by flash column chromatography (0-50% EtOAc/hexanes, gradient elution) to provide the title compound (947 mg, 5.87 mmol, 79% yiel... Starting materials: BrC1=CC=C(C=C1)C1=CC=C(N1C1=CC=C(C=C1)O)CC(=O)OCC (ethyl 2-(5-(4-bromophenyl)-1-(4-hydroxyphenyl)-1H-pyrrol-2-yl)acetate), O[Li].O (LiOH H2O). The solvent is C1CCOC1.O (THF H2O). Conditions: time 3 hour. The product is BrC1=CC=C(C=C1)C1=CC=C(N1C1=CC=C(C=C1)O)CC(=O)O (2-(5-(4-bromophenyl)-1-(4-hydroxyphenyl)-1H-pyrrol-2-yl)acetic acid). Reaction SMILES: [Br:1][C:2]1[CH:7]=[CH:6][C:5]([C:8]2[N:12]([C:13]3[CH:18]=[CH:17][C:16]([OH:19])=[CH:15][CH:14]=3)[C:11]([CH2:20][C:21]([O:23]CC)=[O:22])=[CH:10][CH:9]=2)=[CH:4][CH:3]=1.O[Li].O>C1COCC1.O>[Br:1][C:2]1[CH:3]=[CH:4][C:5]([C:8]2[N:12]([C:13]3[CH:18]=[CH:17][C:16]([OH:19])=[CH:15][CH:14]=3)[C:11]([CH2:20][C:21]([OH:23])=[O:22])=[CH:10][CH:9]=2)=[CH:6][CH:7]=1 |f:1.2,3.4|. Procedure: To a solution of ethyl 2-(5-(4-bromophenyl)-1-(4-hydroxyphenyl)-1H-pyrrol-2-yl)acetate (2.0 g, 5.013 mmol) in THF/H2O (v/v=1/1, 20 mL) was added LiOH H2O (632 mg, 15.038 mmol). The solution was stirred at room temperature for 3 h. THF was evaporated in vacuo and the resultant aqueous solution was acidified with 10% HCl to pH=3.0. The resultant precipitate was isolated by filtration, rinsed with water (50 mL) and dried in vacuo to afford 4C, R2=4-bromophenyl (1.380 g, yield 74%) as a brown powder... Starting materials: C[Si](CCCCCCCCCCCCCCNC1=CC=C(C(=O)O)C=C1)(C)C (4-[14-(trimethylsilyl)tetradecylamino]benzoic acid), B(F)(F)F.CCOCC (boron trifluoride etherate), C(C)OCCO (2-ethoxyethanol), B(F)(F)F.CCOCC (boron trifluoride etherate). Run in C1(=CC=CC=C1)C (toluene). Conditions: time 120 hour. The product is C[Si](CCCCCCCCCCCCCCNC1=CC=C(C(=O)OCCOCC)C=C1)(C)C (2-Ethoxyethyl 4-[14-(trimethylsilyl)tetradecylamino]benzoate). RXN SMILES: [CH3:1][Si:2]([CH3:28])([CH3:27])[CH2:3][CH2:4][CH2:5][CH2:6][CH2:7][CH2:8][CH2:9][CH2:10][CH2:11][CH2:12][CH2:13][CH2:14][CH2:15][CH2:16][NH:17][C:18]1[CH:26]=[CH:25][C:21]([C:22]([OH:24])=[O:23])=[CH:20][CH:19]=1.[CH2:29]([O:31][CH2:32][CH2:33]O)[CH3:30].B(F)(F)F.CCOCC>C1(C)C=CC=CC=1>[CH3:28][Si:2]([CH3:1])([CH3:27])[CH2:3][CH2:4][CH2:5][CH2:6][CH2:7][CH2:8][CH2:9][CH2:10][CH2:11][CH2:12][CH2:13][CH2:14][CH2:15][CH2:16][NH:17][C:18]1[CH:19]=[CH:20][C:21]([C:22]([O:24][CH2:30][CH2:29][O:31][CH2:32][CH3:33])=[O:23])=[CH:25][CH:26]=1 |f:2.3|. Procedure: A solution of 11.5 g. of 4-[14-(trimethylsilyl)tetradecylamino]benzoic acid, 1.00 g. of 2-ethoxyethanol and 5.35 ml. of boron trifluoride etherate in 200 ml. of toluene is stirred at reflux for 48 hours. The solution is treated with an additional 5.35 ml. of boron trifluoride etherate and refluxing is continued for 120 hours. Dilution with water and methylene chloride followed by filtration affords the product as a white solid. The product is C(C)(C)(C)OC(=O)N1C(OC[C@@H]1CC1(CC1)CCOCC1=CC=CC=C1)(C)C (3-Tert-butoxycarbonyl-2,2-dimethyl-4(S)-[1-(2-benzyloxyethyl)cyclopropylmethyl]-1,3-oxazolidine). Procedure details: 15.1 g of 3-tert-butoxycarbonyl-2,2-dimethyl-4(S)-[1-(2-hydroxyethyl)cyclopropylmethyl]-1,3-oxazolidine are dissolved in 50 ml of tetrahydrofuran, and 14.2 g of a potassium hydride suspension (20% in oil) are added at 0° C. The mixture is stirred at 0° C. for 1 h and 6.3 ml of benzyl bromide are then added dropwise, while stirring. After 90 min., 100 ml of water are slowly added to the reaction mixture and the aqueous phase is extracted with diethyl ether. This gives the title compound: Rf (A)=0... Run at temperature 0 celsius, time 1 hour. RXN SMILES: [C:1]([O:5][C:6]([N:8]1[C@@H:12]([CH2:13][C:14]2([CH2:17][CH2:18][OH:19])[CH2:16][CH2:15]2)[CH2:11][O:10][C:9]1([CH3:21])[CH3:20])=[O:7])([CH3:4])([CH3:3])[CH3:2].[H-].[K+].[CH2:24](Br)[C:25]1[CH:30]=[CH:29][CH:28]=[CH:27][CH:26]=1.O>O1CCCC1>[C:1]([O:5][C:6]([N:8]1[C@@H:12]([CH2:13][C:14]2([CH2:17][CH2:18][O:19][CH2:24][C:25]3[CH:30]=[CH:29][CH:28]=[CH:27][CH:26]=3)[CH2:16][CH2:15]2)[CH2:11][O:10][C:9]1([CH3:21])[CH3:20])=[O:7])([CH3:3])([CH3:4])[CH3:2] |f:1.2|. The solvent is O1CCCC1 (tetrahydrofuran). Reactants: O (water), C(C)(C)(C)OC(=O)N1C(OC[C@@H]1CC1(CC1)CCO)(C)C (3-tert-butoxycarbonyl-2,2-dimethyl-4(S)-[1-(2-hydroxyethyl)cyclopropylmethyl]-1,3-oxazolidine), C(C1=CC=CC=C1)Br (benzyl bromide), [H-].[K+] (potassium hydride). The reactants are COCOC1=CC=C(C=C1)C(C1=C(NC2=CC=CC=C12)C(=O)N1CCN(CC1)C1=C(C=CC=C1)Cl)C1=CC=C(C=C1)OCOC (1-{3-{Bis[4-(methoxymethoxy)phenyl]methyl}indol-2-ylcarbonyl}-4-(2-chlorophenyl)piperazine), BrCCCCCl (1-bromo-4-chlorobutane). Yields the product COCOC1=CC=C(C=C1)C(C1=C(N(C2=CC=CC=C12)CCCCCl)C(=O)N1CCN(CC1)C1=C(C=CC=C1)Cl)C1=CC=C(C=C1)OCOC (1-{3-{Bis[4-(methoxymethoxy)phenyl]methyl}-1-(4-chlorobutyl)indol-2-ylcarbonyl}-4-(2-chlorophenyl)piperazine). The yield is 92.6%. Reaction SMILES: [CH3:1][O:2][CH2:3][O:4][C:5]1[CH:10]=[CH:9][C:8]([CH:11]([C:36]2[CH:41]=[CH:40][C:39]([O:42][CH2:43][O:44][CH3:45])=[CH:38][CH:37]=2)[C:12]2[C:20]3[C:15](=[CH:16][CH:17]=[CH:18][CH:19]=3)[NH:14][C:13]=2[C:21]([N:23]2[CH2:28][CH2:27][N:26]([C:29]3[CH:34]=[CH:33][CH:32]=[CH:31][C:30]=3[Cl:35])[CH2:25][CH2:24]2)=[O:22])=[CH:7][CH:6]=1.Br[CH2:47][CH2:48][CH2:49][CH2:50][Cl:51]>>[CH3:1][O:2][CH2:3][O:4][C:5]1[CH:6]=[CH:7][C:8]([CH:11]([C:36]2[CH:37]=[CH:38][C:39]([O:42][CH2:43][O:44][CH3:45])=[CH:40][CH:41]=2)[C:12]2[C:20]3[C:15](=[CH:16][CH:17]=[CH:18][CH:19]=3)[N:14]([CH2:47][CH2:48][CH2:49][CH2:50][Cl:51])[C:13]=2[C:21]([N:23]2[CH2:28][CH2:27][N:26]([C:29]3[CH:34]=[CH:33][CH:32]=[CH:31][C:30]=3[Cl:35])[CH2:25][CH2:24]2)=[O:22])=[CH:9][CH:10]=1. Reported procedure: Substantially the same procedure as in Reference Example 2 was repeated using Compound 1 (5.0 g, 7.99 mmol) and 1-bromo-4-chlorobutane (1.0 ml, 8.78 mmol) to give 5.3 g (yield: 93%) of the title compound. The reactants are COC(C(C=C=C)(CC1=CC=C(C=C1)OC(C1=CC=CC=C1)=O)NC(C1=CC=CC=C1)=O)=O (2-(benzoylamino)-2-(4-benzoyloxybenzyl)penta-3,4-dienoic acid methyl ester), solution, Meerwein's reagent triethyloxonium tetrafluoroborate, ( 5 ), [OH-].[Na+] (sodium hydroxide). Solvent: CO (methanol), C(Cl)Cl (methylene chloride), CCOCC (ether), CCOCC (ether). Reaction conditions: time 8 hour. Product: NC(C(=O)O)(C=C=C)CC1=CC=C(C=C1)O (2-Amino-2-(4-hydroxybenzyl)penta-3,4-dienoic acid). Reaction SMILES: C[O:2][C:3](=[O:33])[C:4]([NH:24]C(=O)C1C=CC=CC=1)([CH2:8][C:9]1[CH:14]=[CH:13][C:12]([O:15]C(=O)C2C=CC=CC=2)=[CH:11][CH:10]=1)[CH:5]=[C:6]=[CH2:7].[OH-].[Na+]>C(Cl)Cl.CCOCC.CO>[NH2:24][C:4]([CH2:8][C:9]1[CH:10]=[CH:11][C:12]([OH:15])=[CH:13][CH:14]=1)([CH:5]=[C:6]=[CH2:7])[C:3]([OH:33])=[O:2] |f:1.2|. Reported procedure: To 1.33 g of 2-(benzoylamino)-2-(4-benzoyloxybenzyl)penta-3,4-dienoic acid methyl ester in 5 ml of dry methylene chloride was added 9 ml of 1.0M solution of Meerwein's reagent triethyloxonium tetrafluoroborate at room temperature with stirring and under argon. The reaction was left at room temperature for five (5) days with stirring under argon. The reaction mixture was then concentrated under vacuum and the residue was taken in 10 ml of tetrahydrofuran and 5 ml of 5% acetic acid and left overni... Reactants: [BH4-].[Na+] (Sodium borohydride), COC(CCN1CCC2=CC(=CC=C12)SC#N)=O (3-(5-Thiocyanato-2,3-dihydro-indol-1-yl)-propionic acid methyl ester). The solvent is CO (MeOH). Conditions: time 30 minute. The product is COC(CCN1CCC2=CC(=CC=C12)S)=O (3-(5-Mercapto-2,3-dihydro-indol-1-yl)-propionic acid methyl ester). Isolated yield 71.4%. RXN SMILES: [BH4-].[Na+].[CH3:3][O:4][C:5](=[O:20])[CH2:6][CH2:7][N:8]1[C:16]2[C:11](=[CH:12][C:13]([S:17]C#N)=[CH:14][CH:15]=2)[CH2:10][CH2:9]1>CO>[CH3:3][O:4][C:5](=[O:20])[CH2:6][CH2:7][N:8]1[C:16]2[C:11](=[CH:12][C:13]([SH:17])=[CH:14][CH:15]=2)[CH2:10][CH2:9]1 |f:0.1|. Procedure details: Sodium borohydride (0.6 g) was added to a solution of compound 21B (0.65 g) in 20 mL of MeOH at 0° C. by portion in 15 minutes period. The mixture was stirred for another 30 minutes at RT, quenched with 50 mL of water and 50 mL of ether. The organic layer was separated, washed with water, brine, dried (MgSO4), concentrated to afford compound 21C (0.42 g). MS: 236 (M−1)+. Preparation of 3-{5-[4-Methyl-2-(4-trifluoromethyl-pheny)-thiazol-5-ylmethylsulfanyl]-2,3-dihydro-indol-1-yl}-propionic acid m...